Dataset: the Open Reaction Database (ORD), a public repository of structured organic reaction records. Task: describe an organic reaction: reactants, conditions, products, and yield Reactants: O=C1C(CCCCC1)CC(=O)OCC (ethyl 2-oxo-cycloheptaneacetate), Cl.CS(=O)(=O)C1=CC=C(CN(N)C2=CC=C(C=C2)F)C=C1 (1-(p-methylsulfonylbenzyl)-1-(p-fluorophenyl)hydrazine hydrochloride). Product: FC=1C=C2C3=C(N(C2=CC1)CC1=CC=C(C=C1)S(=O)(=O)C)C(CCCC3)CC(=O)O (2-Fluoro-5-(p-methylsulfonylbenzyl)-5,6,7,8,9,10-hexahydrocyclohept[b]indole-6-acetic acid). RXN SMILES: O=[C:2]1[CH2:8][CH2:7][CH2:6][CH2:5][CH2:4][CH:3]1[CH2:9][C:10]([O:12]CC)=[O:11].Cl.[CH3:16][S:17]([C:20]1[CH:35]=[CH:34][C:23]([CH2:24][N:25]([C:27]2[CH:32]=[CH:31][C:30]([F:33])=[CH:29][CH:28]=2)N)=[CH:22][CH:21]=1)(=[O:19])=[O:18]>>[F:33][C:30]1[CH:29]=[C:28]2[C:27](=[CH:32][CH:31]=1)[N:25]([CH2:24][C:23]1[CH:34]=[CH:35][C:20]([S:17]([CH3:16])(=[O:19])=[O:18])=[CH:21][CH:22]=1)[C:2]1[CH:3]([CH2:9][C:10]([OH:12])=[O:11])[CH2:4][CH2:5][CH2:6][CH2:7][C:8]2=1 |f:1.2|. Procedure: Following the procedure of Example 1, but using ethyl 2-oxo-cycloheptaneacetate and 1-(p-methylsulfonylbenzyl)-1-(p-fluorophenyl)hydrazine hydrochloride as starting materials, the title compound is obtained. Starting materials: OC1=C(C=C(C=O)C=C1)OC (4-Hydroxy-3-methoxybenzaldehyde), C1(=CC=CC=C1)[PH2](C1=CC=CC=C1)C1=CC=CC=C1.O(C1=CC=CC=C1)CC(C)=O (3-phenoxypropane-2-one triphenylphosphorane). Run in C1(=CC=CC=C1)C (toluene), C(C)(=O)OCC (ethyl acetate). Run at time 3 hour. The product is OC1=C(C=C(C=C1)C=CC(COC1=CC=CC=C1)=O)OC (1-(4'-hydroxy,3'-methoxyphenyl)-4-phenoxy-1-butene-3-one). The yield is 76.5%. RXN SMILES: [OH:1][C:2]1[CH:9]=[CH:8][C:5]([CH:6]=O)=[CH:4][C:3]=1[O:10][CH3:11].C1([PH2](C2C=CC=CC=2)C2C=CC=CC=2)C=CC=CC=1.[O:31]([CH2:38][C:39](=[O:41])[CH3:40])[C:32]1[CH:37]=[CH:36][CH:35]=[CH:34][CH:33]=1>C1(C)C=CC=CC=1.C(OCC)(=O)C>[OH:1][C:2]1[CH:9]=[CH:8][C:5]([CH:6]=[CH:40][C:39](=[O:41])[CH2:38][O:31][C:32]2[CH:37]=[CH:36][CH:35]=[CH:34][CH:33]=2)=[CH:4][C:3]=1[O:10][CH3:11] |f:1.2|. Procedure details: 4-Hydroxy-3-methoxybenzaldehyde (2.1 g, 13.8 mMol) and 3-phenoxypropane-2-one triphenylphosphorane (2.8 g, 6.9 mMol) (prepared as described by LeCorre: C. R. Acad. Sci. Paris, 273 81 (1971)) are dissolved in 100 ml of toluene and warmed to reflux. After three hours, the solvent is evaporated and the residue is taken up in tHF. Sodium bisulfite (10.0 g) is dissolved in 100 ml of water and stirred with the solution for one hour. The THF is evaporated and the water is extracted with chloroform. Dry... Reactants: CC1(OCCC=2N=C(SC21)C2=CC=C(C=C2)Cl)CC(=O)OCC (ethyl 6,7-dihydro-4-methyl-2-(4-chlorphenyl)-4H-pyrano[4,3-d]thiazole-4-acetate), [OH-].[Na+] (sodium hydroxide). The solvent is CO (methanol). The product is CC1(OCCC=2N=C(SC21)C2=CC=C(C=C2)Cl)CC(=O)O (6,7-Dihydro-4-methyl-2-(4-chlorophenyl)-4H-pyrano[4,3-d]thiazole-4-acetic acid). RXN SMILES: [CH3:1][C:2]1([CH2:18][C:19]([O:21]CC)=[O:20])[C:10]2[S:9][C:8]([C:11]3[CH:16]=[CH:15][C:14]([Cl:17])=[CH:13][CH:12]=3)=[N:7][C:6]=2[CH2:5][CH2:4][O:3]1.[OH-].[Na+]>CO>[CH3:1][C:2]1([CH2:18][C:19]([OH:21])=[O:20])[C:10]2[S:9][C:8]([C:11]3[CH:12]=[CH:13][C:14]([Cl:17])=[CH:15][CH:16]=3)=[N:7][C:6]=2[CH2:5][CH2:4][O:3]1 |f:1.2|. Reported procedure: The latter ester is dissolved in methanol (500 ml) followed by the addition of sodium hydroxide (80 g) and the resulting mixture is heated at reflux temperature for 5 hr. The solvent is removed by distillation, water is added to the residue and the solution is extracted with ether. The aqueous basic phase is mixed with ether and the mixture is acidified with dilute hydrochloric acid. The organic phase is separated, washed with saturated sodium chloride solution, dried over sodium sulfate, and ev...